This data is from the Open Reaction Database (ORD), a public repository of structured organic reaction records. The task is: describe an organic reaction: reactants, conditions, products, and yield Starting materials: Cc1ccc(S(=O)(=O)Cl)cc1, Oc1ccc(F)cc1Cl, O, c1ccncc1. Yields the product Cc1ccc(S(=O)(=O)Oc2ccc(F)cc2Cl)cc1. RXN SMILES: [CH3:10][c:11]1[cH:12][cH:13][c:14]([S:17](=[O:18])(=[O:19])[Cl:20])[cH:15][cH:16]1.[Cl:1][c:2]1[c:3]([OH:9])[cH:4][cH:5][c:6]([F:8])[cH:7]1.[OH2:21].[cH:22]1[cH:23][cH:24][n:25][cH:26][cH:27]1>>[Cl:1][c:2]1[c:3]([O:9][S:17]([c:14]2[cH:13][cH:12][c:11]([CH3:10])[cH:16][cH:15]2)(=[O:18])=[O:19])[cH:4][cH:5][c:6]([F:8])[cH:7]1. The reactants are C1(\C(\C)=C/C(=O)O1)=O (citraconic anhydride), N1(CCCCC1)C1=CC=C(N)C=C1 (4-(1-piperidyl)aniline). Run in N1=CC=CC=C1 (pyridine). Conditions: temperature 90 celsius. Yields the product CC=1C(N(C(C1)=O)C1=CC=C(C=C1)N1CCCCC1)=O ((4-(3-methyl-2,5-dioxo-3-pyrrolinyl)phenyl)piperidine). Reaction SMILES: [C:1]1(=[O:8])O[C:5](=[O:6])[CH:4]=[C:2]1[CH3:3].[N:9]1([C:15]2[CH:21]=[CH:20][C:18]([NH2:19])=[CH:17][CH:16]=2)[CH2:14][CH2:13][CH2:12][CH2:11][CH2:10]1>N1C=CC=CC=1>[CH3:3][C:2]1[C:1](=[O:8])[N:19]([C:18]2[CH:17]=[CH:16][C:15]([N:9]3[CH2:14][CH2:13][CH2:12][CH2:11][CH2:10]3)=[CH:21][CH:20]=2)[C:5](=[O:6])[CH:4]=1. Procedure details: A solution of citraconic anhydride (0. 1 M) in pyridine (20 ml)was treated with 4-(1-piperidyl)aniline (0. 1 M). The reaction mixture was heated to 90° C. for six hours. The reaction mixture was then concentrated in vacuo and the residue was extracted into ethyl acetate. The ethyl acetate layer was washed with water and with cold aqueous hydrochloric acid, then dried over sodium sulphate and finally concentrated in vacuo. The residue obtained was chromatographed over silica gel to afford the des... Reactants: C1=CC=CC=2OC3=CC=CC=C3NC12 (phenoxazine), C1COCCOCCOCCOCCOCCO1 (18-crown-6-ether), IC1=NC=CC=C1 (2-iodopyridine), C([O-])([O-])=O.[K+].[K+] (potassium carbonate). The reagents and catalysts are [Cu] (copper). The solvent is ClC1=C(C=CC=C1)Cl (ortho-dichlorobenzene). Product: N1=C(C=CC=C1)C1=CC=CC=2OC3=CC=CC=C3NC12 (ppx). Yield: 91.0%. As a reaction SMILES: [CH:1]1[C:14]2[NH:13][C:12]3[C:7](=[CH:8][CH:9]=[CH:10][CH:11]=3)[O:6][C:5]=2[CH:4]=[CH:3][CH:2]=1.I[C:16]1[CH:21]=[CH:20][CH:19]=[CH:18][N:17]=1.C(=O)([O-])[O-].[K+].[K+].C1OCCOCCOCCOCCOCCOC1>ClC1C=CC=CC=1Cl.[Cu]>[N:17]1[CH:18]=[CH:19][CH:20]=[CH:21][C:16]=1[C:11]1[C:12]2[NH:13][C:14]3[C:5](=[CH:4][CH:3]=[CH:2][CH:1]=3)[O:6][C:7]=2[CH:8]=[CH:9][CH:10]=1 |f:2.3.4|. Procedure details: To start with, 1.73 g of phenoxazine, 2.90 g of 2-iodopyridine, 5.24 g of potassium carbonate, 1.2 g of copper powder, and 0.25 g of 18-crown-6-ether were mixed with the use of 20 ml of ortho-dichlorobenzene as a solvent, followed by reflux under a nitrogen atmosphere for 8 hours. After that, copper and inorganic salt were removed, and then column purification using a dichloromethane solvent was performed to give a ligand ppx (1-(2-pyridyl)phenoxazine) (white powder; yield: 91%). A summary of th... Reactants: 4.1.a, BrC1=CC(=C(N)C=C1)O (4-bromo-2-hydroxy-aniline), CC=1C=C(C(=O)O)C=CC1C (3,4-dimethyl-benzoic acid). Yields the product BrC1=CC2=C(N=C(O2)C2=CC(=C(C=C2)C)C)C=C1 (6-bromo-2-(3,4-dimethyl-phenyl)-benzoxazole). As a reaction SMILES: [Br:1][C:2]1[CH:8]=[CH:7][C:5]([NH2:6])=[C:4]([OH:9])[CH:3]=1.[CH3:10][C:11]1[CH:12]=[C:13]([CH:17]=[CH:18][C:19]=1[CH3:20])[C:14](O)=O>>[Br:1][C:2]1[CH:8]=[CH:7][C:5]2[N:6]=[C:14]([C:13]3[CH:17]=[CH:18][C:19]([CH3:20])=[C:11]([CH3:10])[CH:12]=3)[O:9][C:4]=2[CH:3]=1. Procedure: Preparation is carried out analogously to 4.1.a from 4-bromo-2-hydroxy-aniline and 3,4-dimethyl-benzoic acid. Yields the product CC(C(=O)OCC)(C(=O)OCC)CC1=CC=C(C=C1)NC(C)=O (diethyl methyl-(4-acetamido)benzylmalonate). Conditions: temperature 0 celsius, time 30 minute. The reactants are [H-].[Na+] (sodium hydride), O (water), CC(C(=O)OCC)C(=O)OCC (diethyl methylmalonate), C(C)(=O)NC1=CC=C(CCl)C=C1 (4-acetamidobenzyl chloride). Run in O1CCCC1 (tetrahydrofuran). RXN SMILES: [H-].[Na+].[CH3:3][CH:4]([C:10]([O:12][CH2:13][CH3:14])=[O:11])[C:5]([O:7][CH2:8][CH3:9])=[O:6].[C:15]([NH:18][C:19]1[CH:26]=[CH:25][C:22]([CH2:23]Cl)=[CH:21][CH:20]=1)(=[O:17])[CH3:16].O>O1CCCC1>[CH3:3][C:4]([CH2:23][C:22]1[CH:21]=[CH:20][C:19]([NH:18][C:15](=[O:17])[CH3:16])=[CH:26][CH:25]=1)([C:5]([O:7][CH2:8][CH3:9])=[O:6])[C:10]([O:12][CH2:13][CH3:14])=[O:11] |f:0.1|. Procedure details: Suspend sodium hydride (10.1 g, 0.21 mol) in tetrahydrofuran (300 mL), place under a nitrogen atmosphere and cool to 0° C. Add, by dropwise addition, diethyl methylmalonate (34.8 g, 0.2 mol). Stir for 30 minutes at 0° C. and add 4-acetamidobenzyl chloride (38.6 g, 0.21 mol). Heat at reflux for 5 hours, cool and pour into water (400 mL). Extract with ethyl acetate (3×600 mL), dry (MgSO4) and evaporate the solvent in vacuo to give diethyl methyl-(4-acetamido)benzylmalonate. Reactants: [Cl-], COc1cccc2sc(N)nc12, c1ccncc1, O=C(O)c1ccco1. Yields the product COc1cccc2sc(NC(=O)c3ccco3)nc12. RXN SMILES: [Cl-:13].[NH2:1][c:2]1[s:3][c:4]2[c:5]([n:6]1)[c:7]([O:11][CH3:12])[cH:8][cH:9][cH:10]2.[cH:22]1[cH:23][cH:24][n:25][cH:26][cH:27]1.[o:14]1[c:15]([C:19](=[O:20])[OH:21])[cH:16][cH:17][cH:18]1>>[NH:1]([c:2]1[s:3][c:4]2[c:5]([n:6]1)[c:7]([O:11][CH3:12])[cH:8][cH:9][cH:10]2)[C:19]([c:15]1[o:14][cH:18][cH:17][cH:16]1)=[O:20]. Starting materials: C(C1=CC=CC=C1)OC1=CC=2N(C3=CC=CC=C3C2C=C1)C1=NC=CC(=C1)C(C)(C)C (2-(benzyloxy)-9-(4-tert-butylpyridin-2-yl)-9H-carbazole), CC=1C(=C(C(=C(C1)C)C)C)C (pentamethylbenzene), B(Cl)(Cl)Cl (BCl3). Solvent: ClCCl (dichloromethane). Reaction conditions: temperature -78 celsius, time 30 minute. The product is C(C)(C)(C)C1=CC(=NC=C1)N1C2=CC=CC=C2C=2C=CC(=CC12)O (9-(4-tert-butylpyridin-2-yl)-9H-carbazol-2-ol). As a reaction SMILES: C([O:8][C:9]1[CH:21]=[CH:20][C:19]2[C:18]3[C:13](=[CH:14][CH:15]=[CH:16][CH:17]=3)[N:12]([C:22]3[CH:27]=[C:26]([C:28]([CH3:31])([CH3:30])[CH3:29])[CH:25]=[CH:24][N:23]=3)[C:11]=2[CH:10]=1)C1C=CC=CC=1.CC1C(C)=C(C)C(C)=C(C)C=1.B(Cl)(Cl)Cl>ClCCl>[C:28]([C:26]1[CH:25]=[CH:24][N:23]=[C:22]([N:12]2[C:11]3[CH:10]=[C:9]([OH:8])[CH:21]=[CH:20][C:19]=3[C:18]3[C:13]2=[CH:14][CH:15]=[CH:16][CH:17]=3)[CH:27]=1)([CH3:31])([CH3:29])[CH3:30]. Procedure: A solution of 2-(benzyloxy)-9-(4-tert-butylpyridin-2-yl)-9H-carbazole 9 (3.00 g, 7.38 mmol, 1.0 eq) and pentamethylbenzene (3.33 g, 22.14 mmol, 3.0 eq) in dichloromethane (74 mL) was cooled to −78° C. in a dry ice-acetone bath, then BCl3 (18.45 mL, 18.45 mmol, 1.0 M in dichloromethane) was added dropwise. After that, the mixture was stirred at −78° C. for 30 minutes, then quenched with methanol. The dry ice-acetone bath was removed and the mixture was warmed to room temperature. The pH of the so... The reactants are N1=CNC2=C1C=CC=C2 (benzimidazol), [H-].[Na+] (NaH), BrCCCBr (1,3-dibromopropane). Run in CN(C)C=O (DMF). Conditions: time 30 minute. The product is BrCCCN1C=NC2=C1C=CC=C2 (1-(3-Bromo-1-propyl)benzimidazole). Isolated yield 73.9%. RXN SMILES: [N:1]1[C:5]2[CH:6]=[CH:7][CH:8]=[CH:9][C:4]=2[NH:3][CH:2]=1.[H-].[Na+].[Br:12][CH2:13][CH2:14][CH2:15]Br>CN(C=O)C>[Br:12][CH2:13][CH2:14][CH2:15][N:1]1[C:5]2[CH:6]=[CH:7][CH:8]=[CH:9][C:4]=2[N:3]=[CH:2]1 |f:1.2|. Reported procedure: To a solution of benzimidazol (355 mg, 3.00 mmol) in dry DMF (10 mL) was added NaH (83 mg, 3.3 mmol) at 20° C. under N2 atmosphere. The reaction mixture was stirred for 30 min, and then 1,3-dibromopropane (1.82 g, 9.00 mmol) was added and stirres for additional 15 h at 20° C. The reaction was quenched by addition of H2O, and the product was extracted with EtOAc. The organic solution was then washed with H2O and brine, dried over MgSO4, filtered and concentrated in vacuo. 1-(3-Bromo-1-propyl)benz...